describe an organic reaction: reactants, conditions, products, and yield From a dataset of the Open Reaction Database (ORD), a public repository of structured organic reaction records. Starting materials: FC(C(CC(=O)O)CN1CC(CCC1)C1=CC(=CC=C1)C(F)(F)F)(F)F (4,4,4-trifluoro-3-((3-(3-(trifluoromethyl)phenyl)piperidin-1-yl)methyl)butanoic acid), CCN(C(C)C)C(C)C (DIEA), CN(C)C=O (DMF), BrCC(=O)C1=CC=C(C=C1)Cl (2-Bromo-1-(4-chlorophenyl)ethanone), resultant mixture. The solvent is C(C)(=O)OCC (ethyl acetate). Yields the product FC(C(CC(=O)OCC(=O)C1=CC=C(C=C1)Cl)CN1CC(CCC1)C1=CC(=CC=C1)C(F)(F)F)(F)F (2-(4-chlorophenyl)-2-oxoethyl 4,4,4-trifluoro-3-((3-(3-(trifluoromethyl)-phenyl)piperidin-1-yl)methyl)butanoate). Yield: 77.5%. Reaction SMILES: [F:1][C:2]([F:26])([F:25])[CH:3]([CH2:8][N:9]1[CH2:14][CH2:13][CH2:12][CH:11]([C:15]2[CH:20]=[CH:19][CH:18]=[C:17]([C:21]([F:24])([F:23])[F:22])[CH:16]=2)[CH2:10]1)[CH2:4][C:5]([OH:7])=[O:6].CCN(C(C)C)C(C)C.CN(C=O)C.Br[CH2:42][C:43]([C:45]1[CH:50]=[CH:49][C:48]([Cl:51])=[CH:47][CH:46]=1)=[O:44]>C(OCC)(=O)C>[F:26][C:2]([F:1])([F:25])[CH:3]([CH2:8][N:9]1[CH2:14][CH2:13][CH2:12][CH:11]([C:15]2[CH:20]=[CH:19][CH:18]=[C:17]([C:21]([F:22])([F:23])[F:24])[CH:16]=2)[CH2:10]1)[CH2:4][C:5]([O:7][CH2:42][C:43]([C:45]1[CH:50]=[CH:49][C:48]([Cl:51])=[CH:47][CH:46]=1)=[O:44])=[O:6]. Procedure details: In a 10 mL pear-shaped flask, 4,4,4-trifluoro-3-((3-(3-(trifluoromethyl)phenyl)piperidin-1-yl)methyl)butanoic acid (50 mg, 130 μmol) and DIEA (50.6 mg, 68.3 μl, 391 μmol) were combined with DMF (2 ml) to give a colorless solution. 2-Bromo-1-(4-chlorophenyl)ethanone (60.9 mg, 261 μmol) was added and the resultant mixture was stirred at room temperature overnight. The reaction was diluted with ethyl acetate, washed with brine and H2O, dried with MgSO4, filtered and concentrated. The crude residue ... Starting materials: I.COC(=O)[C@@H]1CC=2N(C(N1)=O)CN(C2)C ((+)-(7S)-5,6,7,8-tetra-hydro-7-(methoxycarbonyl)-2-methyl-5-oxoimidazo[1,5-c]pyrimidine hydroiodide). The solvent is Cl (HCl). Product: CN[C@@H](CC1=CNC=N1)C(=O)O (Methylhistidine). Reaction SMILES: I.C[O:3][C:4]([C@H:6]1[NH:11][C:10](=O)[N:9]2[CH2:13][N:14](C)[CH:15]=[C:8]2[CH2:7]1)=[O:5]>Cl>[CH3:10][NH:11][C@H:6]([C:4]([OH:5])=[O:3])[CH2:7][C:8]1[N:9]=[CH:13][NH:14][CH:15]=1 |f:0.1|. Procedure details: 3.37 g (10 mmol) of (+)-(7S)-5,6,7,8-tetra-hydro-7-(methoxycarbonyl)-2-methyl-5-oxoimidazo[1,5-c]pyrimidine hydroiodide is heated under reflux in 40 ml of 6N HCl until no starting compound can be detected any longer by thin-layer chromatography (6-8 hours). Then, the hydrochloric acid is withdrawn under vacuum, the oily residue is taken up in ethanol and crystallized by addition of ether. Reactants: COC(=O)Cc1ccccc1OCc1ccccc1, CC(C)(C)[O-], COC(=O)C(C)c1ccccc1OCc1ccccc1, CC(C)[N-]C(C)C, [K+], [Li+]. Product: COC(=O)C(C)(C)c1ccccc1OCc1ccccc1. RXN SMILES: [CH3:1][O:2][C:3](=[O:4])[CH2:5][c:6]1[cH:7][cH:8][cH:9][cH:10][c:11]1[O:12][CH2:13][c:14]1[cH:15][cH:16][cH:17][cH:18][cH:19]1.[CH3:20][C:21]([CH3:22])([O-:23])[CH3:24].[CH3:26][O:27][C:28]([CH:29]([CH3:30])[c:31]1[c:32]([O:37][CH2:38][c:39]2[cH:40][cH:41][cH:42][cH:43][cH:44]2)[cH:33][cH:34][cH:35][cH:36]1)=[O:45].[CH:46]([N-:47][CH:48]([CH3:49])[CH3:50])([CH3:51])[CH3:52].[K+:25].[Li+:53]>>[CH3:1][C:29]([C:28]([O:27][CH3:26])=[O:45])([CH3:30])[c:31]1[c:32]([O:37][CH2:38][c:39]2[cH:40][cH:41][cH:42][cH:43][cH:44]2)[cH:33][cH:34][cH:35][cH:36]1. The reactants are CC(=O)C(C)(C)C (effective_coupling_partner), CC(C)(C)C(=O)Oc2ccc1ccccc1c2 (substrate). The reagents and catalysts are dcypt. Reaction conditions: temperature 150 celsius, time 24 hour. The product is CC(C)(C)C(=O)Cc2ccc1ccccc1c2. Starting materials: O (water), C1(=CC=CC=C1)C1(C=2C=CC=CC2N2C3=C(C=CC=C13)C=1C=CC=CC12)C1=CC=CC=C1 (8,8-diphenyl-8H-indolo-[3,2,1-de]acridine), C(C1=CC=CC=C1)(=O)Cl (benzoyl chloride), [Al+3].[Cl-].[Cl-].[Cl-] (AlCl3). Run in C(Cl)(Cl)Cl (chloroform). Conditions: time 8 hour. The product is C1(=CC=CC=C1)C1(C=2C=CC=CC2N2C3=C(C=CC=C13)C=1C=C(C=CC12)C(=O)C1=CC=CC=C1)C1=CC=CC=C1 ((8,8-Diphenyl-8H-indolo[3,2,1-de]acridin-3-yl)phenyl-methanone). As a reaction SMILES: [C:1]1([C:7]2([C:27]3[CH:32]=[CH:31][CH:30]=[CH:29][CH:28]=3)[C:20]3[C:15]4=[C:16]([C:21]5[CH:22]=[CH:23][CH:24]=[CH:25][C:26]=5[N:14]4[C:13]4[CH:12]=[CH:11][CH:10]=[CH:9][C:8]2=4)[CH:17]=[CH:18][CH:19]=3)[CH:6]=[CH:5][CH:4]=[CH:3][CH:2]=1.[Al+3].[Cl-].[Cl-].[Cl-].[C:37](Cl)(=[O:44])[C:38]1[CH:43]=[CH:42][CH:41]=[CH:40][CH:39]=1.O>C(Cl)(Cl)Cl>[C:27]1([C:7]2([C:1]3[CH:2]=[CH:3][CH:4]=[CH:5][CH:6]=3)[C:20]3[C:15]4=[C:16]([C:21]5[CH:22]=[C:23]([C:37]([C:38]6[CH:43]=[CH:42][CH:41]=[CH:40][CH:39]=6)=[O:44])[CH:24]=[CH:25][C:26]=5[N:14]4[C:13]4[CH:12]=[CH:11][CH:10]=[CH:9][C:8]2=4)[CH:17]=[CH:18][CH:19]=3)[CH:32]=[CH:31][CH:30]=[CH:29][CH:28]=1 |f:1.2.3.4|. Procedure details: A degassed solution of 6.1 g (18 mmol) of 8,8-diphenyl-8H-indolo-[3,2,1-de]acridine in 40 ml of chloroform is cooled to 0° C., and 5 g (37 mmol) of AlCl3 are added. 3.9 g of benzoyl chloride are then added dropwise at this temperature, and the mixture is stirred for 8 h. 50 ml of water are added to the mixture, and the organic phase is separated off, filtered through silica gel and evaporated to dryness. The residue is recrystallised from toluene and from dichloromethane/isopropanol and finally ... Starting materials: CCBr, [H-], [Na+], CN(C)C=O, Oc1cccc2[nH]ccc12. Yields the product CCOc1cccc2[nH]ccc12. As a reaction SMILES: [Br:13][CH2:14][CH3:15].[H-:2].[Na+:1].[O:16]=[CH:17][N:18]([CH3:19])[CH3:20].[OH:3][c:4]1[c:5]2[cH:6][cH:7][nH:8][c:9]2[cH:10][cH:11][cH:12]1>>[O:3]([c:4]1[c:5]2[cH:6][cH:7][nH:8][c:9]2[cH:10][cH:11][cH:12]1)[CH2:14][CH3:15]. The reactants are N12CCCCCC2=NCCC1 (1,8-Diazabicyclo[5,4,0]undec-7-ene), Cl.NCC1=C2CN(C(C2=CC=C1)=O)C1C(NC(CC1)=O)=O (3-[4-(aminomethyl)-1-oxoisoindolin-2-yl]piperidine-2,6-dione hydrochloride), C(C)N=C=O (ethyl isocyanate). Solvent: C(C)#N (acetonitrile). Run at time 30 minute. Yields the product O=C1NC(CCC1N1C(C2=CC=CC(=C2C1)CNC(=O)NCC)=O)=O (N-{[2-(2,6-dioxo(3-piperidyl))-1-oxoisoindolin-4-yl]methyl}(ethylamino)carboxamide). Yield: 41.9%. As a reaction SMILES: N12CCCN=C1CCCCC2.Cl.[NH2:13][CH2:14][C:15]1[CH:23]=[CH:22][CH:21]=[C:20]2[C:16]=1[CH2:17][N:18]([CH:25]1[CH2:30][CH2:29][C:28](=[O:31])[NH:27][C:26]1=[O:32])[C:19]2=[O:24].[CH2:33]([N:35]=[C:36]=[O:37])[CH3:34]>C(#N)C>[O:32]=[C:26]1[CH:25]([N:18]2[CH2:17][C:16]3[C:20](=[CH:21][CH:22]=[CH:23][C:15]=3[CH2:14][NH:13][C:36]([NH:35][CH2:33][CH3:34])=[O:37])[C:19]2=[O:24])[CH2:30][CH2:29][C:28](=[O:31])[NH:27]1 |f:1.2|. Procedure: 1,8-Diazabicyclo[5,4,0]undec-7-ene (0.44 g, 2.91 mmol) was added to a stirred suspension of 3-[4-(aminomethyl)-1-oxoisoindolin-2-yl]piperidine-2,6-dione hydrochloride (0.6 g, 1.94 mmol) in acetonitrile (50 mL). After stirring for 30 min, ethyl isocyanate (0.21 g, 2.91 mmol) was added. The mixture was stirred at room temperature for 17 hours. Solvent was removed and the residue was stirred with methylene chloride (70 mL) to give N-{[2-(2,6-dioxo(3-piperidyl))-1-oxoisoindolin-4-yl]methyl}(ethylami... The reactants are C(C)OC(=O)C=1N(C2=CC=CC=C2C1)S(=O)(=O)C1=CC=C(C=C1)C (1-(4-Methylphenyl)sulfonyl-1H-indole-2-carboxylic acid ethyl ester), sodium dihydro-bis(2-methoxyethoxy)aluminate, [OH-].[Na+] (NaOH). Run in C1CCOC1 (THF), C1(=CC=CC=C1)C (toluene), C1CCOC1 (THF). Reaction conditions: temperature 5 celsius, time 1 hour. Product: OCC=1N(C2=CC=CC=C2C1)S(=O)(=O)C1=CC=C(C=C1)C (2-Hydroxymethyl-1-(4-methylphenyl)sulfonyl-1H-indole). Yield: 99.1%. RXN SMILES: C([O:3][C:4]([C:6]1[N:7]([S:15]([C:18]2[CH:23]=[CH:22][C:21]([CH3:24])=[CH:20][CH:19]=2)(=[O:17])=[O:16])[C:8]2[C:13]([CH:14]=1)=[CH:12][CH:11]=[CH:10][CH:9]=2)=O)C.[OH-].[Na+]>C1(C)C=CC=CC=1.C1COCC1>[OH:3][CH2:4][C:6]1[N:7]([S:15]([C:18]2[CH:19]=[CH:20][C:21]([CH3:24])=[CH:22][CH:23]=2)(=[O:17])=[O:16])[C:8]2[C:13]([CH:14]=1)=[CH:12][CH:11]=[CH:10][CH:9]=2 |f:1.2|. Procedure details: To stirred solution of Red-A1 (sodium dihydro-bis(2-methoxyethoxy)aluminate ≈70% in toluene) (30 mL) in dry THF (100 mL) cooled at 5° C. and under nitrogen was added dropwise and at this temperature a solution of compound of step 1 (26,8 g, 78 mmol) in dry THF (75 mL). After stirring one hour at 5° C. and then one hour at room temperature the mixture was cooled at 10° C. and treated dropwise with 2N NaOH, to effect hydrolysis of the intermediate complex. The organic phase was separated and the s... Reactants: BrCC1CCCCN1Cc1ccccc1, CS(C)=O, N#C[Na], O. The product is N#CCC1CCCCN1Cc1ccccc1. As a reaction SMILES: [CH2:1]([c:2]1[cH:3][cH:4][cH:5][cH:6][cH:7]1)[N:8]1[CH:9]([CH2:14][Br:15])[CH2:10][CH2:11][CH2:12][CH2:13]1.[CH3:20][S:21]([CH3:22])=[O:23].[Na:16][C:17]#[N:18].[OH2:19]>>[CH2:1]([c:2]1[cH:3][cH:4][cH:5][cH:6][cH:7]1)[N:8]1[CH:9]([CH2:14][C:17]#[N:18])[CH2:10][CH2:11][CH2:12][CH2:13]1. Reactants: O (water), Cl.NO (hydroxylamine hydrochloride), C(C)(=O)[O-].[Na+] (sodium acetate), C(CCC)C1(C2=CC=CC=C2C=2C=CC(=CC12)C(C)=O)CCCC (1-(9,9-di-n-butylfluorene-2-yl)-ethanone). Run in C(C)O (ethanol). Reaction conditions: time 30 minute. Product: C(CCC)C1(C2=CC=CC=C2C=2C=CC(=CC12)C(C)=NO)CCCC (1-(9,9-di-n-butylfluorene-2-yl)-ethanone oxime). The yield is 87.1%. RXN SMILES: [CH2:1]([C:5]1([CH2:21][CH2:22][CH2:23][CH3:24])[C:17]2[CH:16]=[C:15]([C:18](=O)[CH3:19])[CH:14]=[CH:13][C:12]=2[C:11]2[C:6]1=[CH:7][CH:8]=[CH:9][CH:10]=2)[CH2:2][CH2:3][CH3:4].Cl.[NH2:26][OH:27].C([O-])(=O)C.[Na+].O>C(O)C>[CH2:1]([C:5]1([CH2:21][CH2:22][CH2:23][CH3:24])[C:17]2[CH:16]=[C:15]([C:18](=[N:26][OH:27])[CH3:19])[CH:14]=[CH:13][C:12]=2[C:11]2[C:6]1=[CH:7][CH:8]=[CH:9][CH:10]=2)[CH2:2][CH2:3][CH3:4] |f:1.2,3.4|. Procedure details: After 5.45 g of 1-(9,9-di-n-butylfluorene-2-yl)-ethanone (12) (17 mmol) was dispersed in 50 ml of ethanol and 1.42 g of hydroxylamine hydrochloride (20.4 mmol) and 1.67 g of sodium acetate (20.4 mmol) were added thereto, the reaction mixture was slowly heated and refluxed for 1 hour. The reaction mixture was cooled to room temperature, and 100 ml of distilled water was added thereto and stirred for about 30 minutes. Then, the product was extracted with 200 ml of ethylacetate and sequentially was...